From a dataset of the Open Reaction Database (ORD), a public repository of structured organic reaction records. describe an organic reaction: reactants, conditions, products, and yield Starting materials: COC1=CC=C(C=C1)C=1N=C(N(C1C1=CC=C(C=C1)OC)CC(=O)OCC)SCC1=NC2=CC=CC=C2C=C1 (Ethyl 2-[4,5-bis(4-methoxyphenyl)-2-(2-quinolylmethylsulfanyl)-1H-imidazol-1-yl]acetate), [OH-].[Na+] (NaOH). Yields the product COC1=CC=C(C=C1)C=1N=C(N(C1C1=CC=C(C=C1)OC)CC(=O)O)SCC1=NC2=CC=CC=C2C=C1 (2-[4,5-Bis(4-methoxyphenyl)-2-(2-quinolylmethylsulfanyl)-1H-imidazol-1-yl]acetic acid). RXN SMILES: [CH3:1][O:2][C:3]1[CH:8]=[CH:7][C:6]([C:9]2[N:10]=[C:11]([S:28][CH2:29][C:30]3[CH:39]=[CH:38][C:37]4[C:32](=[CH:33][CH:34]=[CH:35][CH:36]=4)[N:31]=3)[N:12]([CH2:22][C:23]([O:25]CC)=[O:24])[C:13]=2[C:14]2[CH:19]=[CH:18][C:17]([O:20][CH3:21])=[CH:16][CH:15]=2)=[CH:5][CH:4]=1.[OH-].[Na+]>>[CH3:1][O:2][C:3]1[CH:8]=[CH:7][C:6]([C:9]2[N:10]=[C:11]([S:28][CH2:29][C:30]3[CH:39]=[CH:38][C:37]4[C:32](=[CH:33][CH:34]=[CH:35][CH:36]=4)[N:31]=3)[N:12]([CH2:22][C:23]([OH:25])=[O:24])[C:13]=2[C:14]2[CH:15]=[CH:16][C:17]([O:20][CH3:21])=[CH:18][CH:19]=2)=[CH:5][CH:4]=1 |f:1.2|. Procedure: Starting substances: 423 mg (0.8 mmol) of Z26 from Example 125; 2 ml (4 mmol) of 2 N NaOH Starting materials: CC(C)CC(C=CCCO[Si](c1ccccc1)(c1ccccc1)C(C)(C)C)NC(=O)OCc1ccccc1, COCCOC, ClCCl. Yields the product CC(C)CC(NC(=O)OCc1ccccc1)C1CC1CCO[Si](c1ccccc1)(c1ccccc1)C(C)(C)C. RXN SMILES: [C:7]([CH3:8])([CH3:9])([CH3:10])[Si:11]([O:12][CH2:13][CH2:14][CH:15]=[CH:16][CH:17]([CH2:18][CH:19]([CH3:20])[CH3:21])[NH:22][C:23]([O:24][CH2:25][c:26]1[cH:27][cH:28][cH:29][cH:30][cH:31]1)=[O:32])([c:33]1[cH:34][cH:35][cH:36][cH:37][cH:38]1)[c:39]1[cH:40][cH:41][cH:42][cH:43][cH:44]1.[CH3:1][O:2][CH2:3][CH2:4][O:5][CH3:6].[Cl:45][CH2:46][Cl:47]>>[CH2:1]1[CH:15]([CH2:14][CH2:13][O:12][Si:11]([C:7]([CH3:8])([CH3:9])[CH3:10])([c:33]2[cH:34][cH:35][cH:36][cH:37][cH:38]2)[c:39]2[cH:40][cH:41][cH:42][cH:43][cH:44]2)[CH:16]1[CH:17]([CH2:18][CH:19]([CH3:20])[CH3:21])[NH:22][C:23]([O:24][CH2:25][c:26]1[cH:27][cH:28][cH:29][cH:30][cH:31]1)=[O:32]. Yields the product Cc1oc(-c2ccc3ccccc3c2)nc1C=Cc1ccc(CO)cc1. Reactants: [Al+3], C1CCOC1, COC(=O)c1ccc(C=Cc2nc(-c3ccc4ccccc4c3)oc2C)cc1, [H-], [H-], [H-], [H-], [Li+], O. RXN SMILES: [Al+3:30].[CH2:36]1[O:37][CH2:38][CH2:39][CH2:40]1.[CH3:1][c:2]1[c:3]([CH:17]=[CH:18][c:19]2[cH:20][cH:21][c:22]([C:23](=[O:24])[O:25][CH3:26])[cH:27][cH:28]2)[n:4][c:5](-[c:7]2[cH:8][c:9]3[cH:10][cH:11][cH:12][cH:13][c:14]3[cH:15][cH:16]2)[o:6]1.[H-:29].[H-:32].[H-:33].[H-:34].[Li+:31].[OH2:35]>>[CH3:1][c:2]1[c:3]([CH:17]=[CH:18][c:19]2[cH:20][cH:21][c:22]([CH2:23][OH:24])[cH:27][cH:28]2)[n:4][c:5](-[c:7]2[cH:8][c:9]3[cH:10][cH:11][cH:12][cH:13][c:14]3[cH:15][cH:16]2)[o:6]1.